Dataset: the Open Reaction Database (ORD), a public repository of structured organic reaction records. Task: describe an organic reaction: reactants, conditions, products, and yield Reactants: CC=1C(=CC2=C(C1)C1(C(NC3=CC=CC=C13)=O)CO2)C (5,6-dimethylspiro[1-benzofuran-3,3′-indol]-2′(1′H)-one), BrCC=1OC(=CC1)C(F)(F)F (2-(bromomethyl)-5-(trifluoromethyl)furan), CC1=NOC2=C1C=C1C(=C2)OCC12C(NC1=CC=CC=C21)=O (3-methylspiro[furo[3,2-f][1,2]benzisoxazole-5,3′-indol]-2′(1′H)-one), BrCC1CCOCC1 (4-bromomethyltetrahydropyrane). As a reaction SMILES: [CH3:1][C:2]1[C:3]([CH3:20])=[CH:4][C:5]2[O:19][CH2:18][C:8]3([C:16]4[C:11](=[CH:12][CH:13]=[CH:14][CH:15]=4)[NH:10][C:9]3=[O:17])[C:6]=2[CH:7]=1.CC1C2C=C3[C:33]4([C:41]5[C:36](=[CH:37]C=C[CH:40]=5)N[C:34]4=[O:42])COC3=CC=2ON=1.BrCC1CCOCC1.BrCC1OC(C(F)(F)F)=CC=1>>[CH3:1][C:2]1[C:3]([CH3:20])=[CH:4][C:5]2[O:19][CH2:18][C:8]3([C:16]4[C:11](=[CH:12][CH:13]=[CH:14][CH:15]=4)[N:10]([CH2:40][CH:41]4[CH2:36][CH2:37][O:42][CH2:34][CH2:33]4)[C:9]3=[O:17])[C:6]=2[CH:7]=1. Yields the product CC=1C(=CC2=C(C1)C1(C(N(C3=CC=CC=C13)CC1CCOCC1)=O)CO2)C (5,6-dimethyl-1′-(tetrahydro-2H-pyran-4-ylmethyl)spiro[1-benzofuran-3,3′-indol]-2′(1′H)-one). Reported procedure: Following the procedure as described in EXAMPLE 9 and making non-critical variations using 5,6-dimethylspiro[1-benzofuran-3,3′-indol]-2′(1′H)-one to replace 3-methylspiro[furo[3,2-f][1,2]benzisoxazole-5,3′-indol]-2′(1′H)-one, and 4-bromomethyltetrahydropyrane to replace 2-(bromomethyl)-5-(trifluoromethyl)furan, 5,6-dimethyl-1′-(tetrahydro-2H-pyran-4-ylmethyl)spiro[1-benzofuran-3,3′-indol]-2′(1′H)-one was obtained (55%) as a colorless solid: mp 199-201° C. (ethyl acetate/hexanes); 1H NMR (300 MHz... Reactants: COc1cccc2c1C(=O)c1c(O)c3c(c(O)c1C2=O)CC(O)(C(=O)CO)CC3OC1CC(N)C(O)C(C)O1, Cl, [K], O=C([O-])c1cc(=O)[nH]c(=O)[nH]1, O. The product is COc1cccc2c1C(=O)c1c(O)c3c(c(O)c1C2=O)CC(O)(C(=O)CO)CC3OC1CC(N)C(O)C(C)O1, O=C([O-])c1cc(=O)[nH]c(=O)[nH]1. As a reaction SMILES: [CH3:13][O:14][c:15]1[cH:16][cH:17][cH:18][c:19]2[c:47]1[C:45](=[O:46])[c:44]1[c:22]([c:23]([OH:24])[c:25]3[c:41]([c:42]1[OH:43])[CH:30]([O:31][CH:32]1[CH2:33][CH:34]([NH2:35])[CH:36]([OH:37])[CH:38]([CH3:39])[O:40]1)[CH2:29][C:27]([OH:28])([C:48](=[O:49])[CH2:50][OH:51])[CH2:26]3)[C:20]2=[O:21].[ClH:52].[K:1].[O-:2][C:3](=[O:4])[c:5]1[cH:6][c:7](=[O:8])[nH:9][c:10](=[O:11])[nH:12]1.[OH2:53]>>[CH3:13][O:14][c:15]1[cH:16][cH:17][cH:18][c:19]2[c:47]1[C:45](=[O:46])[c:44]1[c:22]([c:23]([OH:24])[c:25]3[c:41]([c:42]1[OH:43])[CH:30]([O:31][CH:32]1[CH2:33][CH:34]([NH2:35])[CH:36]([OH:37])[CH:38]([CH3:39])[O:40]1)[CH2:29][C:27]([OH:28])([C:48](=[O:49])[CH2:50][OH:51])[CH2:26]3)[C:20]2=[O:21].[O:2]=[C:3]([O-:4])[c:5]1[cH:6][c:7](=[O:8])[nH:9][c:10](=[O:11])[nH:12]1. Starting materials: Br.C(#N)C1=CC=C(CN2C=NC=C2COC(C)=O)C=C1 (1-(4-cyanobenzyl)-5-(acetoxymethyl)imidazole hydrobromide), O.[OH-].[Li+] (lithium hydroxide monohydrate). The solvent is C1CCOC1.O (THF water). Conditions: time 1 hour. Yields the product C(#N)C1=CC=C(CN2C=NC=C2CO)C=C1 (1-(4-cyanobenzyl)-5-(hydroxymethyl)imidazole). Yield: 82.0%. Reaction SMILES: Br.[C:2]([C:4]1[CH:20]=[CH:19][C:7]([CH2:8][N:9]2[C:13]([CH2:14][O:15]C(=O)C)=[CH:12][N:11]=[CH:10]2)=[CH:6][CH:5]=1)#[N:3].O.[OH-].[Li+]>C1COCC1.O>[C:2]([C:4]1[CH:20]=[CH:19][C:7]([CH2:8][N:9]2[C:13]([CH2:14][OH:15])=[CH:12][N:11]=[CH:10]2)=[CH:6][CH:5]=1)#[N:3] |f:0.1,2.3.4,5.6|. Procedure: To a solution of the acetate 4 (50.4 g) in 1.5 L of 3:1 THF/water at 0° C. was added lithium hydroxide monohydrate (18.9 g). After one hour, the reaction was concentrated in vacuo, diluted with EtOAc (3 L), and washed with water, sat. aq. NaHCO3 and brine. The solution was then dried (Na2SO4), filtered, and concentrated in vacuo to provide the crude product (26.2 g) as a pale yellow fluffy solid which was sufficiently pure for use in the next step without further purification. Reactants: C=CCCCCCC1(S(=O)(=O)NC(=O)OC(C)(C)C)CC1, Cl, C1COCCO1, O. Yields the product C=CCCCCCC1(S(N)(=O)=O)CC1. RXN SMILES: [CH2:8]([CH2:9][CH2:10][CH2:11][CH2:12][CH:13]=[CH2:14])[C:15]1([S:18](=[O:19])(=[O:20])[NH:21][C:22](=[O:23])[O:24][C:25]([CH3:26])([CH3:27])[CH3:28])[CH2:16][CH2:17]1.[ClH:1].[O:2]1[CH2:3][CH2:4][O:5][CH2:6][CH2:7]1.[OH2:29]>>[CH2:8]([CH2:9][CH2:10][CH2:11][CH2:12][CH:13]=[CH2:14])[C:15]1([S:18](=[O:19])(=[O:20])[NH2:21])[CH2:16][CH2:17]1.